Task: describe an organic reaction: reactants, conditions, products, and yield. Dataset: the Open Reaction Database (ORD), a public repository of structured organic reaction records Reported procedure: In an analogous manner to Example 1, step 2 4-[2-(benzylamino)-1-(3,4-dichlorophenyl)ethyl]-1-methylppiperidin-4-ol dihydrochloride was prepared from N-benzyl-2-(3,4-dichlorophenyl)-2-(4-hydroxy-1-methylpiperidin-4-yl)acetamide. HRMS: calcd for C21H26Cl2N2O.2.00 HCl, 464.0956; found (ESI_FT), 393.14924. As a reaction SMILES: [CH2:1]([NH:8][C:9](=O)[CH:10]([C:19]1[CH:24]=[CH:23][C:22]([Cl:25])=[C:21]([Cl:26])[CH:20]=1)[C:11]1([OH:18])[CH2:16][CH2:15][N:14]([CH3:17])[CH2:13][CH2:12]1)[C:2]1[CH:7]=[CH:6][CH:5]=[CH:4][CH:3]=1.[ClH:28]>>[ClH:25].[ClH:28].[CH2:1]([NH:8][CH2:9][CH:10]([C:11]1([OH:18])[CH2:16][CH2:15][N:14]([CH3:17])[CH2:13][CH2:12]1)[C:19]1[CH:24]=[CH:23][C:22]([Cl:25])=[C:21]([Cl:26])[CH:20]=1)[C:2]1[CH:3]=[CH:4][CH:5]=[CH:6][CH:7]=1 |f:2.3.4|. The product is Cl.Cl.C(C1=CC=CC=C1)NCC(C1=CC(=C(C=C1)Cl)Cl)C1(CCN(CC1)C)O (4-[2-(benzylamino)-1-(3,4-dichlorophenyl)ethyl]-1-methylpiperidin-4-ol dihydrochloride). The reactants are 4-[2-(benzylamino)-1-(3,4-dichlorophenyl)ethyl]-1-methylppiperidin-4-ol dihydrochloride, C(C1=CC=CC=C1)NC(C(C1(CCN(CC1)C)O)C1=CC(=C(C=C1)Cl)Cl)=O (N-benzyl-2-(3,4-dichlorophenyl)-2-(4-hydroxy-1-methylpiperidin-4-yl)acetamide), Cl (HCl). Starting materials: [N+](=O)([O-])C=1C=C(C=O)C=C(C1N(CCC)CCC)[N+](=O)[O-] (3,5-dinitro-4-(dipropylamino)benzaldehyde), C1(=CC=C(C=C1)S(=O)(=O)O)C (p-toluenesulfonic acid), C(C(C)O)O (1,2-propanediol). Run in C1=CC=CC=C1 (benzene). Product: CC1OC(OC1)C1=CC(=C(N(CCC)CCC)C(=C1)[N+](=O)[O-])[N+](=O)[O-] (4-(4-methyl-1,3-dioxolan-2-yl)-2,6-dinitro-N,N-dipropylaniline). As a reaction SMILES: [N+:1]([C:4]1[CH:5]=[C:6]([CH:9]=[C:10]([N+:19]([O-:21])=[O:20])[C:11]=1[N:12]([CH2:16][CH2:17][CH3:18])[CH2:13][CH2:14][CH3:15])[CH:7]=[O:8])([O-:3])=[O:2].[CH2:22]([OH:26])[CH:23](O)[CH3:24].C1(C)C=CC(S(O)(=O)=O)=CC=1>C1C=CC=CC=1>[CH3:24][CH:23]1[CH2:22][O:26][CH:7]([C:6]2[CH:5]=[C:4]([N+:1]([O-:3])=[O:2])[C:11]([N:12]([CH2:13][CH2:14][CH3:15])[CH2:16][CH2:17][CH3:18])=[C:10]([N+:19]([O-:21])=[O:20])[CH:9]=2)[O:8]1. Reported procedure: A mixture of 3.0 g. of 3,5-dinitro-4-(dipropylamino)benzaldehyde, 2.0 ml. of 1,2-propanediol, 75 ml. of benzene, and a small amount of p-toluenesulfonic acid was refluxed for about 4 hours, using a Dean-Stark trap to collect the evolved water. The reaction product mixture was cooled and extracted successively with saturated aqueous sodium bicarbonate solution, and brine, and then dried. The drying agent was filtered off and the benzene solution passed through an aluminum oxide column. The eluate... The reactants are Cl.CO (hydrochloric acid methanol), OC1=C(C(C=CC2=CC=C(C=C2)OCOC)=O)C=CC(=C1)OCOC (2'-hydroxy-4,4'-bis(methoxymethoxy)-chalcone), C(O)([O-])=O.[Na+] (sodium hydrogencarbonate). Solvent: O1CCCC1 (tetrahydrofuran). Reaction conditions: temperature 50 celsius. The product is OC1=C(C(C=CC2=CC=C(C=C2)O)=O)C=CC(=C1)O (2',4,4'-trihydroxychalcone). The yield is 70.0%. As a reaction SMILES: [OH:1][C:2]1[CH:21]=[C:20]([O:22]COC)[CH:19]=[CH:18][C:3]=1[C:4](=[O:17])[CH:5]=[CH:6][C:7]1[CH:12]=[CH:11][C:10]([O:13]COC)=[CH:9][CH:8]=1.Cl.CO.C(=O)([O-])O.[Na+]>O1CCCC1>[OH:1][C:2]1[CH:21]=[C:20]([OH:22])[CH:19]=[CH:18][C:3]=1[C:4](=[O:17])[CH:5]=[CH:6][C:7]1[CH:8]=[CH:9][C:10]([OH:13])=[CH:11][CH:12]=1 |f:1.2,3.4|. Procedure details: Then, 1.0 g of 2'-hydroxy-4,4'-bis(methoxymethoxy)-chalcone was dissolved in 7 ml of tetrahydrofuran, and a 5-15% hydrochloric acid/methanol reagent was added to the solution and the mixture was heated at 50° C. for 30 minutes to effect a reaction. After the reaction, the reaction mixture was neutralized with a saturated aqueous solution of sodium hydrogencarbonate and extracted with 300 ml of ethyl acetate, and the ethyl acetate layer was washed with water (100 ml×3 times), shaken with a satura... Reactants: COc1ccccc1C12CCN(C)CC1c1ccccc1O2, C[S-], CN(C)P(=O)(N(C)C)N(C)C, Cl, [Li+], O. Product: CN1CCC2(c3ccccc3O)Oc3ccccc3C2C1. As a reaction SMILES: [CH3:1][O:2][c:3]1[c:4]([C:9]23[CH:10]([CH2:11][N:12]([CH3:15])[CH2:13][CH2:14]2)[c:16]2[c:17]([cH:19][cH:20][cH:21][cH:22]2)[O:18]3)[cH:5][cH:6][cH:7][cH:8]1.[CH3:23][S-:24].[CH3:27][N:28]([P:29]([N:30]([CH3:31])[CH3:32])([N:33]([CH3:34])[CH3:35])=[O:36])[CH3:37].[ClH:26].[Li+:25].[OH2:38]>>[OH:2][c:3]1[c:4]([C:9]23[CH:10]([CH2:11][N:12]([CH3:15])[CH2:13][CH2:14]2)[c:16]2[c:17]([cH:19][cH:20][cH:21][cH:22]2)[O:18]3)[cH:5][cH:6][cH:7][cH:8]1. As a reaction SMILES: [CH2:26]=[O:27].[CH3:1][c:2]1[nH:3][c:4]2[cH:5][cH:6][cH:7][c:8]([CH:11]=[CH:12][C:13](=[O:14])[O:15][CH2:16][c:17]3[cH:18][cH:19][cH:20][cH:21][cH:22]3)[c:9]2[cH:10]1.[CH3:23][NH:24][CH3:25].[CH3:28][C:29](=[O:30])[OH:31].[O:32]1[CH2:33][CH2:34][CH2:35][CH2:36]1>>[CH3:1][c:2]1[nH:3][c:4]2[cH:5][cH:6][cH:7][c:8]([CH:11]=[CH:12][C:13](=[O:14])[O:15][CH2:16][c:17]3[cH:18][cH:19][cH:20][cH:21][cH:22]3)[c:9]2[c:10]1[CH2:26][N:24]([CH3:23])[CH3:25]. Yields the product Cc1[nH]c2cccc(C=CC(=O)OCc3ccccc3)c2c1CN(C)C. Reactants: C=O, Cc1cc2c(C=CC(=O)OCc3ccccc3)cccc2[nH]1, CNC, CC(=O)O, C1CCOC1. The reactants are C(C)(C)(C)OC(N[C@@H](C(=O)N1CC(C1)C#N)COC)=O ([(R)-2-(3-cyano-azetidin-1-yl)-1-methoxymethyl-2-oxo-ethyl]-carbamic acid tert-butyl ester), FC(C(=O)O)(F)F (trifluoroacetic acid). Solvent: ClCCl (dichloromethane). Reaction conditions: temperature 0 celsius, time 3 hour. The product is FC(C(=O)O)(F)F.N[C@@H](C(=O)N1CC(C1)C#N)COC (1-((R)-2-amino-3-methoxy-propionyl)-azetidine-3-carbonitrile trifluoroacetate). As a reaction SMILES: C(OC(=O)[NH:7][C@H:8]([CH2:17][O:18][CH3:19])[C:9]([N:11]1[CH2:14][CH:13]([C:15]#[N:16])[CH2:12]1)=[O:10])(C)(C)C.[F:21][C:22]([F:27])([F:26])[C:23]([OH:25])=[O:24]>ClCCl>[F:21][C:22]([F:27])([F:26])[C:23]([OH:25])=[O:24].[NH2:7][C@H:8]([CH2:17][O:18][CH3:19])[C:9]([N:11]1[CH2:14][CH:13]([C:15]#[N:16])[CH2:12]1)=[O:10] |f:3.4|. Reported procedure: In a 25 mL round-bottomed flask, [(R)-2-(3-cyano-azetidin-1-yl)-1-methoxymethyl-2-oxo-ethyl]-carbamic acid tert-butyl ester (286 mg, 1.00 mmol) was dissolved in dichloromethane (4 ml). The reaction was cooled to 0° C. and trifluoroacetic acid (1.2 ml, 15.6 mmol) was slowly added. The reaction mixture was stirred at room temperature for 3 h then concentrated to provide 1-((R)-2-amino-3-methoxy-propionyl)-azetidine-3-carbonitrile trifluoroacetate as a colorless viscous oil which was used without f... The yield is 74.0%. Starting materials: C[O-].[Na+] (sodium methoxide), [Na] (Sodium), CI (methyl iodide), C1(=CC=C(C=C1)S(=O)(=O)OC(C#N)C1=CC(=CC=C1)C(C1=CC=CC=C1)=O)C (O-(p-toluenesulfonyl)-m-benzoylmandelonitrile), SC=1SC2=C(N1)C=CC=C2 (2-mercaptobenzothiazole), [Cl-].[NH4+] (ammonium chloride). Solvent: CO (methanol), CO (methanol), COCCOC (DME). Yields the product S1C(=NC2=C1C=CC=C2)SC(C#N)(C)C2=CC(=CC=C2)C(C2=CC=CC=C2)=O (alpha-(2-benzothiazolyl-thio)-alpha-(m-benzoylphenyl)propionitrile). Procedure details: 1.18 g of O-(p-toluenesulfonyl)-m-benzoylmandelonitrile was dissolved in a mixture of 4 ml of methanol and 3 ml of DME, and the solution was stirred in an argon atmosphere under ice cooling. Sodium salt of 2-mercaptobenzothiazole (570 mg) was addded, and the mixture was stirred for 1 hour under ice cooling. Then, 1.15 ml of a 2.7 M methanol solution of sodium methoxide was added, and 0.22 ml of methyl iodide was further added dropwise. The temperature was brought to room temperature, and the sol... Reaction SMILES: C1(C)C=CC(S(O[CH:11]([C:14]2[CH:19]=[CH:18][CH:17]=[C:16]([C:20](=[O:27])[C:21]3[CH:26]=[CH:25][CH:24]=[CH:23][CH:22]=3)[CH:15]=2)[C:12]#[N:13])(=O)=O)=CC=1.[Na].[SH:30][C:31]1[S:32][C:33]2[CH:39]=[CH:38][CH:37]=[CH:36][C:34]=2[N:35]=1.[CH3:40][O-].[Na+].CI.[Cl-].[NH4+]>CO.COCCOC>[S:32]1[C:33]2[CH:39]=[CH:38][CH:37]=[CH:36][C:34]=2[N:35]=[C:31]1[S:30][C:11]([C:14]1[CH:19]=[CH:18][CH:17]=[C:16]([C:20](=[O:27])[C:21]2[CH:22]=[CH:23][CH:24]=[CH:25][CH:26]=2)[CH:15]=1)([CH3:40])[C:12]#[N:13] |f:3.4,6.7,^1:28|.